Dataset: the Open Reaction Database (ORD), a public repository of structured organic reaction records. Task: describe an organic reaction: reactants, conditions, products, and yield Starting materials: CC1=NN(C(C1=CN)=O)C1=CC=CC=C1 (3-methyl-4-aminomethylene-1-phenyl-4,5-dihydro-5-pyrazolone), FC(C(=O)O)(F)F.C(CC)OC1=C(N)C=CC=C1 (2-propoxyaniline trifluoroacetate). Run in C(C)O (ethanol). The product is CC1=NN(C(C1=CNC1=C(C=CC=C1)OCCC)=O)C1=CC=CC=C1 (3-Methyl-4-(2-propoxyphenylaminomethylene)-1-phenyl-4,5-dihydro-5-pyrazolone). As a reaction SMILES: [CH3:1][C:2]1[C:6](=[CH:7][NH2:8])[C:5](=[O:9])[N:4]([C:10]2[CH:15]=[CH:14][CH:13]=[CH:12][CH:11]=2)[N:3]=1.FC(F)(F)C(O)=O.[CH2:23]([O:26][C:27]1[CH:33]=[CH:32][CH:31]=[CH:30][C:28]=1N)[CH2:24][CH3:25]>C(O)C>[CH3:1][C:2]1[C:6](=[CH:7][NH:8][C:28]2[CH:30]=[CH:31][CH:32]=[CH:33][C:27]=2[O:26][CH2:23][CH2:24][CH3:25])[C:5](=[O:9])[N:4]([C:10]2[CH:15]=[CH:14][CH:13]=[CH:12][CH:11]=2)[N:3]=1 |f:1.2|. Procedure: 2 g of 3-methyl-4-aminomethylene-1-phenyl-4,5-dihydro-5-pyrazolone and 1.6 g of 2-propoxyaniline trifluoroacetate are added to ethanol and boiled under reflux for 1.5 hours. The reaction solution is concentrated. The reaction product is then separated by chromatography on silica gel using a solvent mixture consisting of methyl butyl ketone/hexane 4:1 as eluent and is recrystallized from a methyl butyl ketone/hexane mixture. Starting materials: C(CC)=O (propionaldehyde), C(CC)=O (propionaldehyde), [Cl-].[Na+] (sodium chloride), [OH-].[Na+] (NaOH), CC(C=O)CC1=CC=CC=C1 (2-Methyl-3-phenyl-propanal), saturated aqueous solution. Solvent: CO (methanol), O (water), C(C)(=O)O (Acetic acid). Run at temperature 20 celsius, time 5 hour. The product is CC(C=O)=CC(CC1=CC=CC=C1)C (2, 4-dimethyl-5-phenylpent-2-enal), mixture. Reaction SMILES: [OH-].[Na+].[CH3:3][CH:4]([CH2:7][C:8]1[CH:13]=[CH:12][CH:11]=[CH:10][CH:9]=1)[CH:5]=O.[CH:14](=[O:17])[CH2:15][CH3:16].[Cl-].[Na+]>O.C(O)(=O)C.CO>[CH3:16][C:15](=[CH:5][CH:4]([CH3:3])[CH2:7][C:8]1[CH:13]=[CH:12][CH:11]=[CH:10][CH:9]=1)[CH:14]=[O:17] |f:0.1,4.5|. Procedure: Into a 2 L Morton flask equipped with a mechanical air stirrer, temperature probe, Nitrogen inlet, autojack, and cooling bath was placed methanol (350 mL) and NaOH (31.25 g, 0.78 mol) dissolved in water (93.75 mL). 2-Methyl-3-phenyl-propanal (100 g, 0.68 mol) was added to the resulting mixture with stirring at 20° C. Over a period of 5 hours at an exponentially decreasing rate, propionaldehyde (48.82 mL, 39.25 g, 0.68 mol) was added to the mixture via a syringe pump while maintaining the reactio...